From a dataset of the Open Reaction Database (ORD), a public repository of structured organic reaction records. describe an organic reaction: reactants, conditions, products, and yield Reactants: NC1=CC=C(C=C1)C[C@H](C(=O)OCC1=CC=CC=C1)O (benzyl (R)-3-(4-aminophenyl)-2-hydroxypropionate), C=O (paraformaldehyde), C(#N)[BH3-].[Na+] (sodium cyanoborohydride), C([O-])(O)=O.[Na+] (sodium bicarbonate), ice. Run in C(C)(=O)O (acetic acid). Reaction conditions: time 3 hour. Yields the product CN(C1=CC=C(C=C1)C[C@H](C(=O)OCC1=CC=CC=C1)O)C (benzyl (R)-3-(4-dimethylaminophenyl)-2-hydroxypropionate). As a reaction SMILES: N[C:2]1[CH:7]=[CH:6][C:5]([CH2:8][C@@H:9]([OH:20])[C:10]([O:12][CH2:13][C:14]2[CH:19]=[CH:18][CH:17]=[CH:16][CH:15]=2)=[O:11])=[CH:4][CH:3]=1.C=O.[C:23]([BH3-])#[N:24].[Na+].[C:27](=O)(O)[O-].[Na+]>C(O)(=O)C>[CH3:27][N:24]([CH3:23])[C:2]1[CH:7]=[CH:6][C:5]([CH2:8][C@@H:9]([OH:20])[C:10]([O:12][CH2:13][C:14]2[CH:19]=[CH:18][CH:17]=[CH:16][CH:15]=2)=[O:11])=[CH:4][CH:3]=1 |f:2.3,4.5|. Procedure: To a solution of benzyl (R)-3-(4-aminophenyl)-2-hydroxypropionate (0.26 g) in acetic acid (6 ml) was added paraformaldehyde (0.3 g), and further sodium cyanoborohydride (0.3 g) was added gradually, and stirred for 3 hours at ambient temperature. To sodium bicarbonate solution (25 ml) and ice (25 g) was added reaction mixture gradually and was extracted with ethyl acetate (50 ml×2). The separated ethyl acetate layer was washed with brine,dried over anhydrous sodium sulfate and evaporated in vacuo... Starting materials: C(C)(C)(C)OC(=O)N1C(=CC=C1)B(O)O (1-t-Butoxycarbonylpyrrol-2-ylboronic acid), C(O)([O-])=O.[Na+] (sodium hydrogen carbonate), BrC1=CC=C2CC(NC2=C1)=O (6-bromooxindole). The solvent is COCCOC (1,2-dimethoxyethane). Yields the product C(C)(C)(C)OC(=O)N1C(=CC=C1)C1=CC=C2CC(NC2=C1)=O (6-(1-t-butoxycarbonylpyrrol-2-yl)oxindole). Isolated yield 71.6%. Reaction SMILES: [C:1]([O:5][C:6]([N:8]1[CH:12]=[CH:11][CH:10]=[C:9]1B(O)O)=[O:7])([CH3:4])([CH3:3])[CH3:2].C(=O)([O-])O.[Na+].Br[C:22]1[CH:30]=[C:29]2[C:25]([CH2:26][C:27](=[O:31])[NH:28]2)=[CH:24][CH:23]=1>COCCOC>[C:1]([O:5][C:6]([N:8]1[CH:12]=[CH:11][CH:10]=[C:9]1[C:22]1[CH:30]=[C:29]2[C:25]([CH2:26][C:27](=[O:31])[NH:28]2)=[CH:24][CH:23]=1)=[O:7])([CH3:4])([CH3:3])[CH3:2] |f:1.2|. Procedure details: 1-t-Butoxycarbonylpyrrol-2-ylboronic acid (1.5 g, 7.1 mmol) and a saturated aqueous solution of sodium hydrogen carbonate (25 ml) were added to a solution of 6-bromooxindole (1.1 g, 5.2 mmol), (prepared as described for the starting material in Example 62), in 1,2-dimethoxyethane (75 ml). The reaction mixture was degassed and placed under argon and tetrakis(triphenylphosphine)palladium(0) (50 mg) was added and the mixture heated at reflux for 6 hours. The organic solvent was removed by evaporati... Reactants: NCC12CCCC2CNC1 (1-aminomethyl-7-azabicyclo[3.3.0]octane), C(C)O (ethanol). The reagents and catalysts are [Pd] (palladium). Product: NCC12COCC2CNC1 (1-Aminomethyl-3-oxa-7-azabicyclo[3.3.0]octane). As a reaction SMILES: [NH2:1][CH2:2][C:3]12[CH2:10][NH:9][CH2:8][CH:7]1[CH2:6]C[CH2:4]2.C([OH:13])C>[Pd]>[NH2:1][CH2:2][C:3]12[CH2:10][NH:9][CH2:8][CH:7]1[CH2:6][O:13][CH2:4]2. Reported procedure: 2.8 g (12.1 mmol) of 1-aminomethyl-7-azabicyclo[3.3.0]octane are dissolved in 50 ml of ethanol and hydrogenated on 0.3 g of palladium-active charcoal at 100° C. and 100 bar. The catalyst is filtered off with suction and the filtrate is concentrated and distilled. Yield: 1.5 g (87% of theory) Boiling point: 70°-72° C./0.03 mbar. Starting materials: FC=1C=C(C(=NC1)OC1=CC=C(C=C1)F)C(=O)NCC1=CC=C(C(=O)OC)C=C1 (Methyl 4-[({[5-fluoro-2-(4-fluorophenoxy)pyridin-3-yl]carbonyl}amino)methyl]benzoate), NC(CC)C1=CC=C(C(=O)OC)C=C1 (methyl 4-(1-aminopropyl)benzoate). The product is FC=1C=C(C(=NC1)OC1=CC=C(C=C1)F)C(=O)NC(CC)C1=CC=C(C(=O)OC)C=C1 (Methyl 4-[1-({[5-fluoro-2-(4-fluorophenoxy)pyridin-3-yl]carbonyl}amino)propyl]benzoate). RXN SMILES: [F:1][C:2]1[CH:3]=[C:4]([C:16]([NH:18][CH2:19][C:20]2[CH:29]=[CH:28][C:23]([C:24]([O:26][CH3:27])=[O:25])=[CH:22][CH:21]=2)=[O:17])[C:5]([O:8][C:9]2[CH:14]=[CH:13][C:12]([F:15])=[CH:11][CH:10]=2)=[N:6][CH:7]=1.N[CH:31](C1C=CC(C(OC)=O)=CC=1)[CH2:32]C>>[F:1][C:2]1[CH:3]=[C:4]([C:16]([NH:18][CH:19]([C:20]2[CH:21]=[CH:22][C:23]([C:24]([O:26][CH3:27])=[O:25])=[CH:28][CH:29]=2)[CH2:31][CH3:32])=[O:17])[C:5]([O:8][C:9]2[CH:14]=[CH:13][C:12]([F:15])=[CH:11][CH:10]=2)=[N:6][CH:7]=1. Procedure: The title compound was prepared according to the procedure described in step 3 of Example 1 from 5-fluoro-2-(4-fluorophenoxy)nicotinic acid (step 3 of Example 1) and methyl 4-(1-aminopropyl)benzoate: 1H-NMR (CDCl3) δ 8.33–8.26 (2H, m), 8.05–7.99 (3H, m), 7.39 (2H, d, J=8.4 Hz), 7.20–7.15 (4H, m), 5.15 (1H, q, J=7.3 Hz), 3.90 (3H, s), 1.92 (2H, dq, J=7.3, 7.3 Hz), 0.95 (3H, t, J=7.3 Hz); MS (ESI) m/z 427 (M+H)+, 425 (M−H)−. The reactants are C(CC(=O)C)(=O)OC (methyl acetoacetate), C(C)(C)(C)OC(=O)N1CCN(CC1)CCOC1=CC=C(C=C1)C(CCC1=CC=CC=C1)=O (4-{2-[4-(3-Phenyl-propionyl)-phenoxy]-ethyl}-piperazine-1-carboxylic acid tert-butyl ester), ketone, [H-].[Na+] (sodium hydride), C(CCC)[Li] (n-butyllithium). The solvent is C1CCOC1 (THF). Reaction conditions: temperature 0 celsius, time 1 hour. Product: C(C)(C)(C)OC(=O)N1CCN(CC1)CCOC1=C(C=CC=C1)C1(OC(C=C(C1)O)=O)CCC1=CC=CC=C1 (4-(2-{[4-Hydroxy-6-oxo-2-phenethyl-3,6-dihydro-2H-pyran-2-yl]-phenoxy}ethyl)-piperazine-1-carboxylic acid tert-butyl ester). As a reaction SMILES: [C:1]([O:7][CH3:8])(=[O:6])[CH2:2][C:3]([CH3:5])=[O:4].[H-].[Na+].[CH2:11]([Li])[CH2:12][CH2:13][CH3:14].[C:16]([O:20][C:21]([N:23]1[CH2:28][CH2:27][N:26]([CH2:29][CH2:30][O:31][C:32]2[CH:37]=[CH:36][C:35](C(=O)CCC3C=CC=CC=3)=[CH:34][CH:33]=2)[CH2:25][CH2:24]1)=[O:22])([CH3:19])([CH3:18])[CH3:17]>C1COCC1>[C:16]([O:20][C:21]([N:23]1[CH2:24][CH2:25][N:26]([CH2:29][CH2:30][O:31][C:32]2[CH:33]=[CH:34][CH:35]=[CH:36][C:37]=2[C:8]2([CH2:14][CH2:13][C:12]3[CH:11]=[CH:5][CH:3]=[CH:2][CH:1]=3)[CH2:5][C:3]([OH:4])=[CH:2][C:1](=[O:6])[O:7]2)[CH2:27][CH2:28]1)=[O:22])([CH3:17])([CH3:18])[CH3:19] |f:1.2|. Procedure details: The title compound was prepared as described in General Method 6 using 37.2 g (320 mmol) of methyl acetoacetate, 13.2 g (330 mmol) of sodium hydride (60% dispersion in oil), 200 mL of 1.6M n-butyllithium (320 mmol), 70.2 g (160 mmol) of 4-{2-[4-(3-phenyl-propionyl)-phenoxy]-ethyl}-piperazine-1-carboxylic acid tert-butyl ester prepared in Example W, and 400 mL of THF. After addition of the ketone, the reaction mixture was stirred at 1 hour at 0° C. and then quenched with a 50:50 mixture of acetic...